This data is from the Open Reaction Database (ORD), a public repository of structured organic reaction records. The task is: describe an organic reaction: reactants, conditions, products, and yield Product: N1(C)C(=O)N(C)C=2N=CNC2C1=O (theophylline). Run in C([O-])([O-])=O (carbonate). RXN SMILES: NCCC[C:5]1[NH:14][C:13]2[C:12](=[O:15])[N:10]([CH3:11])[C:9](=[O:16])[N:8]([CH3:17])[C:7]=2[N:6]=1>C(=O)([O-])[O-]>[N:10]1([C:12](=[O:15])[C:13]2[NH:14][CH:5]=[N:6][C:7]=2[N:8]([CH3:17])[C:9]1=[O:16])[CH3:11]. Reactants: NCCCC1=NC=2N(C(N(C)C(C2N1)=O)=O)C (8-(3-aminopropyl)-theophylline), N-hydroxysuccinimide ester. Procedure details: A solution of 5 mM 8-(3-aminopropyl)-theophylline (R.C. Boguslaski et al., 1980) in 0.1 M carbonate buffer, pH 8.0, was incubated with an N-hydroxysuccinimide ester activated dextran surface (according to Example I.3.2) overnight at 25° C., whereupon the surface was washed with water.